Dataset: the Open Reaction Database (ORD), a public repository of structured organic reaction records. Task: describe an organic reaction: reactants, conditions, products, and yield Starting materials: NCCc1ccccc1, Cc1sc2nc(-c3ccccn3)nc(Cl)c2c1Cl. Product: Cc1sc2nc(-c3ccccn3)nc(NCCc3ccccc3)c2c1Cl. RXN SMILES: [CH2:1]([CH2:2][c:3]1[cH:4][cH:5][cH:6][cH:7][cH:8]1)[NH2:9].[Cl:10][c:11]1[c:12]2[c:13]([n:14][c:15](-[c:17]3[n:18][cH:19][cH:20][cH:21][cH:22]3)[n:16]1)[s:23][c:24]([CH3:27])[c:25]2[Cl:26]>>[CH2:1]([CH2:2][c:3]1[cH:4][cH:5][cH:6][cH:7][cH:8]1)[NH:9][c:11]1[c:12]2[c:13]([n:14][c:15](-[c:17]3[n:18][cH:19][cH:20][cH:21][cH:22]3)[n:16]1)[s:23][c:24]([CH3:27])[c:25]2[Cl:26]. Reactants: CC#N, O, c1ccc(Cc2ccccc2)cc1. The product is O=C(c1ccccc1)c1ccccc1. RXN SMILES: [CH3:14][C:15]#[N:16].[OH2:17].[c:1]1([CH2:7][c:8]2[cH:9][cH:10][cH:11][cH:12][cH:13]2)[cH:2][cH:3][cH:4][cH:5][cH:6]1>>[c:1]1([C:7]([c:8]2[cH:9][cH:10][cH:11][cH:12][cH:13]2)=[O:17])[cH:2][cH:3][cH:4][cH:5][cH:6]1.